This data is from the Open Reaction Database (ORD), a public repository of structured organic reaction records. The task is: describe an organic reaction: reactants, conditions, products, and yield The reactants are [Al+3], O=C(Cl)c1ccccc1, [Cl-], [Cl-], [Cl-], Cl, O=[N+]([O-])c1ccccc1, O, CC(C)c1ccc2[nH]c(=O)cc(O)c2c1. The product is CC(C)c1ccc2[nH]c(=O)c(C(=O)c3ccccc3)c(O)c2c1. RXN SMILES: [Al+3:11].[C:14]([c:15]1[cH:16][cH:17][cH:18][cH:19][cH:20]1)(=[O:21])[Cl:22].[Cl-:10].[Cl-:12].[Cl-:13].[ClH:38].[O-:1][N+:2]([c:3]1[cH:4][cH:5][cH:6][cH:7][cH:8]1)=[O:9].[OH2:39].[OH:23][c:24]1[cH:25][c:26](=[O:37])[nH:27][c:28]2[cH:29][cH:30][c:31]([CH:34]([CH3:35])[CH3:36])[cH:32][c:33]12>>[C:14]([c:15]1[cH:16][cH:17][cH:18][cH:19][cH:20]1)(=[O:21])[c:25]1[c:24]([OH:23])[c:33]2[c:28]([nH:27][c:26]1=[O:37])[cH:29][cH:30][c:31]([CH:34]([CH3:35])[CH3:36])[cH:32]2. The reactants are Cl.N[C@@H](C)C(=O)OC (methyl L-alaninate HCl), [OH-].[Na+] (sodium hydroxide), BrC(C(=O)O)C (α-bromopropionic acid), [OH-].[Na+] (sodium hydroxide). Solvent: O1CCOCC1.O (dioxane water). Run at time 30 minute. Product: C(=O)(OC)C(C)N[C@@H](C)C(=O)O (N-(1-carbomethoxyethyl)-alanine). RXN SMILES: Cl.[NH2:2][C@H:3]([C:5]([O:7][CH3:8])=[O:6])[CH3:4].Br[CH:10]([CH3:14])[C:11]([OH:13])=[O:12].[OH-].[Na+]>O1CCOCC1.O>[C:5]([CH:3]([NH:2][C@H:10]([C:11]([OH:13])=[O:12])[CH3:14])[CH3:4])([O:7][CH3:8])=[O:6] |f:0.1,3.4,5.6|. Procedure: Neutralize a solution of 1.4 g of methyl L-alaninate HCl and 3.1 g of α-bromopropionic acid in a dioxane-water mixture to pH 9 with sodium hydroxide. Warm to 70° and hold for 30 minutes, keeping the pH at 8 to 9 by addition of sodium hydroxide as necessary. Cool, apply to a column of Dowex 50 (H+) ion exchange resin, wash with water, and elute with 2% pyridine in water. Combine the product fractions and freeze dry. Purify this crude by chromatography on an ion-exchange column of Dowex 50 (Na+) i... Reactants: C1(=CC=CC=C1)P(C1=CC=CC=C1)C1=CC=CC=C1 (triphenylphosphine), COC=1C=C(CC(CO)CCCC)C=CC1OC (2-(3,4-dimethoxybenzyl)-1-hexanol), C(Br)(Br)(Br)Br (carbon tetrabromide). Solvent: C(Cl)Cl (methylene chloride), C(Cl)Cl (methylene chloride). Run at temperature 0 celsius, time 14 hour. Product: BrCC(CCCC)CC1=CC(=C(C=C1)OC)OC (1-bromo-2-(3,4-dimethoxybenzyl)hexane). As a reaction SMILES: [CH3:1][O:2][C:3]1[CH:4]=[C:5]([CH:14]=[CH:15][C:16]=1[O:17][CH3:18])[CH2:6][CH:7]([CH2:10][CH2:11][CH2:12][CH3:13])[CH2:8]O.C(Br)(Br)(Br)[Br:20].C1(P(C2C=CC=CC=2)C2C=CC=CC=2)C=CC=CC=1>C(Cl)Cl>[Br:20][CH2:8][CH:7]([CH2:6][C:5]1[CH:14]=[CH:15][C:16]([O:17][CH3:18])=[C:3]([O:2][CH3:1])[CH:4]=1)[CH2:10][CH2:11][CH2:12][CH3:13]. Reported procedure: Part E. The alcohol compound from Part D above (3.39 g, 13.4 mmol) and carbon tetrabromide (5.78 g, 17.4 mmol) were dissolved in methylene chloride (30 mL). This solution was cooled to 0° C. and treated with a 20 mL methylene chloride solution of triphenylphosphine (4.57 g, 17.4 mmol). The solution was allowed to stir for 14 hours, then evaporated. The residual oil was separated by flash chromatography (1:9 ethyl acetate-hexane) to afford the product, 1-bromo-2-(3,4-dimethoxybenzyl)hexane, as an... As a reaction SMILES: [CH2:1]([O:8][C:9]([N:11]1[CH2:15][CH2:14][CH2:13][C@@H:12]1[C:16]([C:18]1[C:26]2[C:21](=[CH:22][CH:23]=[C:24]([Br:27])[CH:25]=2)[NH:20][CH:19]=1)=O)=[O:10])[C:2]1[CH:7]=[CH:6][CH:5]=[CH:4][CH:3]=1.[BH4-].[Li+].Cl>O1CCCC1>[CH2:1]([O:8][C:9]([N:11]1[CH2:15][CH2:14][CH2:13][C@@H:12]1[CH2:16][C:18]1[C:26]2[C:21](=[CH:22][CH:23]=[C:24]([Br:27])[CH:25]=2)[NH:20][CH:19]=1)=[O:10])[C:2]1[CH:7]=[CH:6][CH:5]=[CH:4][CH:3]=1 |f:1.2|. Isolated yield 49.3%. Reported procedure: 3-(N-Benzyloxycarbonyl-2(R)-pyrrolidinylcarbonyl)-5-bromo-1H-indole (WO-A-92/06973; 0.67 g, 1.57 mmol) was dissolved in dry tetrahydrofuran (20 ml) and, at room temperature under nitrogen, lithium borohydride (2M solution in tetrahydrofuran; 1.2 ml, 2.4 mmol) was added. The reaction mixture was stirred at room temperature for 3 hours, heated under reflux for 16 hours, then allowed to cool to room temperature. 2M Hydrochloric acid (10 ml) was added dropwise and the reaction mixture then partition... The solvent is O1CCCC1 (tetrahydrofuran). Reaction conditions: time 3 hour. Product: C(C1=CC=CC=C1)OC(=O)N1[C@H](CCC1)CC1=CNC2=CC=C(C=C12)Br (3-(N-Benzyloxycarbonyl-2(R)-pyrrolidinylmethyl)-5-bromo-1H-indole). Reactants: [BH4-].[Li+] (lithium borohydride), C(C1=CC=CC=C1)OC(=O)N1[C@H](CCC1)C(=O)C1=CNC2=CC=C(C=C12)Br (3-(N-Benzyloxycarbonyl-2(R)-pyrrolidinylcarbonyl)-5-bromo-1H-indole), Cl (Hydrochloric acid).